From a dataset of the Open Reaction Database (ORD), a public repository of structured organic reaction records. describe an organic reaction: reactants, conditions, products, and yield Product: O=C1CC2(CCCC2)c2ccc([N+](=O)[O-])cc21. RXN SMILES: [CH2:1]1[C:2](=[O:14])[c:3]2[cH:4][cH:5][cH:6][cH:7][c:8]2[C:9]12[CH2:10][CH2:11][CH2:12][CH2:13]2.[K+:15].[O-:16][N+:17]([O-:18])=[O:19].[S:20](=[O:21])(=[O:22])([OH:23])[OH:24]>>[CH2:1]1[C:2](=[O:14])[c:3]2[cH:4][c:5]([N+:17](=[O:16])[O-:18])[cH:6][cH:7][c:8]2[C:9]12[CH2:10][CH2:11][CH2:12][CH2:13]2. Reactants: O=C1CC2(CCCC2)c2ccccc21, [K+], O=[N+]([O-])[O-], O=S(=O)(O)O. Reactants: COC=1C=C2C=CC(=CC2=CC1)C=1OC2=C(C1C(CCCC)=O)C=CC=C2 (1-[2-(6-methoxy-2-naphthyl)-1-benzofuran-3-yl]-1-pentanone), B(Br)(Br)Br (boron tribromide). Solvent: C(Cl)Cl (methylene chloride), C(Cl)Cl (methylene chloride). Run at time 45 minute. Yields the product OC=1C=C2C=CC(=CC2=CC1)C=1OC2=C(C1C(CCCC)=O)C=CC=C2 (1-[2-(6-hydroxy-2-naphthyl)-1-benzofuran-3-yl]-1-pentanone). Isolated yield 74.8%. Reaction SMILES: C[O:2][C:3]1[CH:4]=[C:5]2[C:10](=[CH:11][CH:12]=1)[CH:9]=[C:8]([C:13]1[O:14][C:15]3[CH:27]=[CH:26][CH:25]=[CH:24][C:16]=3[C:17]=1[C:18](=[O:23])[CH2:19][CH2:20][CH2:21][CH3:22])[CH:7]=[CH:6]2.B(Br)(Br)Br>C(Cl)Cl>[OH:2][C:3]1[CH:4]=[C:5]2[C:10](=[CH:11][CH:12]=1)[CH:9]=[C:8]([C:13]1[O:14][C:15]3[CH:27]=[CH:26][CH:25]=[CH:24][C:16]=3[C:17]=1[C:18](=[O:23])[CH2:19][CH2:20][CH2:21][CH3:22])[CH:7]=[CH:6]2. Procedure: To a cooled (−78° C.) solution of 1-[2-(6-methoxy-2-naphthyl)-1-benzofuran-3-yl]-1-pentanone (4.2 g, 12 mmol) in methylene chloride (45 mL), was added, dropwise, 1 N boron tribromide in methylene chloride (25 mL, 25 mmol). The reaction mixture was stirred at room temperature for 3 hours, 45 minutes. The mixture was cooled to −11° C. and quenched, dropwise, with methanol (25 mL), then poured into excess water, and diluted with additional methylene chloride. The organic phase was washed with brine...